Dataset: the Open Reaction Database (ORD), a public repository of structured organic reaction records. Task: describe an organic reaction: reactants, conditions, products, and yield The reactants are CCOC(=O)c1c(O)c2cccn2n(CCC(C)C)c1=O, CCO, Nc1ccccc1S(N)(=O)=O. The product is CC(C)CCn1c(=O)c(C2=NS(=O)(=O)c3ccccc3N2)c(O)c2cccn21. As a reaction SMILES: [CH2:1]([O:2][C:4](=[O:3])[c:6]1[c:7]([OH:21])[c:8]2[n:9]([n:10]([CH2:13][CH2:14][CH:15]([CH3:16])[CH3:17])[c:11]1=[O:12])[cH:18][cH:19][cH:20]2)[CH3:5].[CH3:33][CH2:34][OH:35].[NH2:22][c:23]1[c:24]([S:29](=[O:30])(=[O:31])[NH2:32])[cH:25][cH:26][cH:27][cH:28]1>>[C:4]1([c:6]2[c:7]([OH:21])[c:8]3[n:9]([n:10]([CH2:13][CH2:14][CH:15]([CH3:16])[CH3:17])[c:11]2=[O:12])[cH:18][cH:19][cH:20]3)=[N:32][S:29](=[O:30])(=[O:31])[c:24]2[c:23]([cH:28][cH:27][cH:26][cH:25]2)[NH:22]1.